This data is from the Open Reaction Database (ORD), a public repository of structured organic reaction records. The task is: describe an organic reaction: reactants, conditions, products, and yield Reactants: C1(=CC=CC=C1)NC1=CC(=CC=C1)C (N-phenyl-m-toluidine), C(C)N1C(=C(C2=CC=CC=C12)C(=O)C1=NC=CC=C1C(=O)O)C (2-[(1-ethyl-2-methyl-3-indolyl)carbonyl]-3-pyridinecarboxylic acid), C(C)N1C(=C(C2=CC=CC=C12)C(=O)C=1C(=NC=CC1)C(=O)O)C (3-[(1-ethyl-2-methyl-3-indolyl)carbonyl]-2-pyridinecarboxylic acid), N1=CC=CC=C1 (pyridine). The solvent is C1(=CC=CC=C1)C (toluene). The product is C(C)(=O)OC(C)=O (acetic anhydride), C(C)N1C(=C(C2=CC=CC=C12)C1(OC(C=2C1=NC=CC2)=O)NC2=CC(=CC=C2)C2=C(C=CC=C2)C)C (7-(1-ethyl-2-methyl-3-indolyl)-7-(m-tolylphenylamino)furo[3,4-b]-pyridine-5(7H)-one). RXN SMILES: [CH2:1]([N:3]1[C:11]2[C:6](=[CH:7][CH:8]=[CH:9][CH:10]=2)[C:5]([C:12]([C:14]2[C:19]([C:20]([OH:22])=[O:21])=[CH:18][CH:17]=[CH:16][N:15]=2)=[O:13])=[C:4]1[CH3:23])[CH3:2].C(N1C2[C:29](=[CH:30][CH:31]=CC=2)[C:28]([C:35](C2C(C(O)=O)=NC=CC=2)=[O:36])=[C:27]1[CH3:46])C.C1([NH:53][C:54]2[CH:59]=[CH:58][CH:57]=[C:56]([CH3:60])[CH:55]=2)C=CC=CC=1.N1C=CC=CC=1>C1(C)C=CC=CC=1>[C:35]([O:22][C:20](=[O:21])[CH3:19])(=[O:36])[CH3:28].[CH2:1]([N:3]1[C:11]2[C:6](=[CH:7][CH:8]=[CH:9][CH:10]=2)[C:5]([C:12]2([NH:53][C:54]3[CH:59]=[CH:58][CH:57]=[C:56]([C:60]4[CH:46]=[CH:27][CH:28]=[CH:29][C:30]=4[CH3:31])[CH:55]=3)[C:14]3=[N:15][CH:16]=[CH:17][CH:18]=[C:19]3[C:20](=[O:21])[O:13]2)=[C:4]1[CH3:23])[CH3:2]. Procedure details: Following a procedure similar to that described in Example 3 but employing 1.6 g. of an isomer mixture comprising 2-[(1-ethyl-2-methyl-3-indolyl)carbonyl]-3-pyridinecarboxylic acid and 3-[(1-ethyl-2-methyl-3-indolyl)carbonyl]-2-pyridinecarboxylic acid, 0.95 g. of N-phenyl-m-toluidine, 0.5 ml. of pyridine and 6 ml. of acetic anhydride there was obtained 7-(1-ethyl-2-methyl-3-indolyl)-7-(m-tolylphenylamino)furo[3,4-b]-pyridine-5(7H)-one as a yellow solid, m.p. 178°-190° C. (dec.) A toluene solutio... Reported procedure: Using General Procedure B: Reaction of (4-amino-butyl)-carbamic acid tert-butyl ester in CH2Cl2 and 5-chloro-3-methyl-pyridine-2-carbaldehyde with NaBH(OAc)3 gave {4-[(5-chloro-3-methyl-pyridin-2-ylmethyl)-amino]-butyl}-carbamic acid tert-butyl ester as a colorless oil. 1H NMR (CDCl3) δ 1.41 (s, 9H), 1.54 (m, 4H), 2.13 (s, 1H), 2.28 (s, 3H), 2.68 (t, 2H, J=6.0 Hz), 3.11 (d, 2H, J=6.0 Hz), 3.81 (s, 2H), 4.77 (br s, 1H), 7.41 (s, 1H), 8.31 (s, 1H). Reaction SMILES: [C:1]([O:5][C:6](=[O:13])[NH:7][CH2:8][CH2:9][CH2:10][CH2:11][NH2:12])([CH3:4])([CH3:3])[CH3:2].[BH-](OC(C)=O)(OC(C)=O)OC(C)=O.[Na+].[Cl:28][C:29]1[CH:30]=[C:31]([CH3:37])[C:32]([CH:35]=O)=[N:33][CH:34]=1>C(Cl)Cl>[C:1]([O:5][C:6](=[O:13])[NH:7][CH2:8][CH2:9][CH2:10][CH2:11][NH:12][CH2:35][C:32]1[C:31]([CH3:37])=[CH:30][C:29]([Cl:28])=[CH:34][N:33]=1)([CH3:4])([CH3:2])[CH3:3] |f:1.2|. Solvent: C(Cl)Cl (CH2Cl2). The reactants are C(C)(C)(C)OC(NCCCCN)=O ((4-amino-butyl)-carbamic acid tert-butyl ester), [BH-](OC(=O)C)(OC(=O)C)OC(=O)C.[Na+] (NaBH(OAc)3), ClC=1C=C(C(=NC1)C=O)C (5-chloro-3-methyl-pyridine-2-carbaldehyde). The product is C(C)(C)(C)OC(NCCCCNCC1=NC=C(C=C1C)Cl)=O ({4-[(5-chloro-3-methyl-pyridin-2-ylmethyl)-amino]-butyl}-carbamic acid tert-butyl ester). The reactants are CO[C@@H]([C@@H](CS(=O)(=O)CC=1C=NC2=CC=CC=C2C1)NO)C ((2S,3R)-N-[3-Methoxy-1-(3-quinolylmethanesulfonyl)-2-butyl]hydroxylamine), C(C)(=O)OC(C)=O (acetic anhydride). Run in C(=O)O (formic acid). Reaction conditions: time 8 hour. Yields the product CO[C@@H]([C@@H](CS(=O)(=O)CC=1C=NC2=CC=CC=C2C1)N(C=O)O)C (N-[(2S,3R)-3-methoxy-1-(quinolin-3-yl-methanesulfonyl)butan-2-yl]-N-hydroxyformamide). RXN SMILES: [CH3:1][O:2][C@H:3]([CH3:22])[C@H:4]([NH:20][OH:21])[CH2:5][S:6]([CH2:9][C:10]1[CH:11]=[N:12][C:13]2[C:18]([CH:19]=1)=[CH:17][CH:16]=[CH:15][CH:14]=2)(=[O:8])=[O:7].[C:23](OC(=O)C)(=[O:25])C>C(O)=O>[CH3:1][O:2][C@H:3]([CH3:22])[C@H:4]([N:20]([OH:21])[CH:23]=[O:25])[CH2:5][S:6]([CH2:9][C:10]1[CH:11]=[N:12][C:13]2[C:18]([CH:19]=1)=[CH:17][CH:16]=[CH:15][CH:14]=2)(=[O:7])=[O:8]. Procedure: (2S,3R)-N-[3-Methoxy-1-(3-quinolylmethanesulfonyl)-2-butyl]hydroxylamine (300 mg) was dissolved in a premixed solution of acetic anhydride (2 ml) and formic acid (6 ml) and stood overnight. The reaction was evaporated and then re-evaporated from chloroform (2×5 ml). The residue was redissolved in methanol (5 ml), treated with potassium carbonate (639 mg) and stirred for 45 min and then evaporated. The residue was redissolved in water (5 ml) and the pH adjusted to 7 with 1M hydrochloric acid. Aft... The reactants are FC(C=1C=C(NN1)NC(=O)C1=NC(=C(N=C1N)C(F)(F)F)Br)(F)F (3-Amino-6-bromo-5-trifluoromethyl-pyrazine-2-carboxylic acid (5-trifluoromethyl-2H-pyrazol-3-yl)-amide), N1N=CN=C1N (1H-[1,2,4]triazole-5-amine). The product is N=1NC(=NC1)NC(=O)C1=NC(=C(N=C1N)C(F)(F)F)Br (3-Amino-6-bromo-5-trifluoromethyl-pyrazine-2-carboxylic acid (2H-[1,2,4]triazole-3-yl)amide). As a reaction SMILES: FC(F)(F)[C:3]1C=[C:5]([NH:8][C:9]([C:11]2[C:16]([NH2:17])=[N:15][C:14]([C:18]([F:21])([F:20])[F:19])=[C:13]([Br:22])[N:12]=2)=[O:10])[NH:6][N:7]=1.[NH:25]1C(N)=NC=N1>>[N:7]1[NH:6][C:5]([NH:8][C:9]([C:11]2[C:16]([NH2:17])=[N:15][C:14]([C:18]([F:21])([F:20])[F:19])=[C:13]([Br:22])[N:12]=2)=[O:10])=[N:25][CH:3]=1. Procedure: The title compound was prepared analogously to 3-amino-6-bromo-5-trifluoromethyl-pyrazine-2-carboxylic acid (5-trifluoromethyl-2H-pyrazol-3-yl)-amide (Example 1) by replacing 3-(trifluoromethyl)-1H-pyrazol-5-amine with 1H-[1,2,4]triazole-5-amine. Reactants: Cl.N[C@@H](CCC(=O)OCC)C(=O)OCC (diethyl L-glutamate hydrochloride), NC1=NC(=C(C(=N1)N)CCCCC1=CC=C(C(=O)O)C=C1)O (4-[4-(2,4-diamino-6-hydroxypyrimidin-5-yl)butyl]benzoic acid), C1(=CC=CC=C1)NP(OC1=CC=CC=C1)(=O)Cl (phenyl N-phenylphosphoramidochloridate), CN1CCOCC1 (N-methylmorpholine). Solvent: CN1C(CCC1)=O (N-methylpyrrolidone). Reaction conditions: time 1 hour. The product is NC1=NC(=C(C(=N1)N)CCCCC1=CC=C(C(=O)N[C@@H](CCC(=O)OCC)C(=O)OCC)C=C1)O (diethyl N-(4-[4-(2,4-diamino-6-hydroxypyrimidin-5-yl)butyl]benzoyl)-L-glutamate). As a reaction SMILES: [NH2:1][C:2]1[N:7]=[C:6]([NH2:8])[C:5]([CH2:9][CH2:10][CH2:11][CH2:12][C:13]2[CH:21]=[CH:20][C:16]([C:17]([OH:19])=O)=[CH:15][CH:14]=2)=[C:4]([OH:22])[N:3]=1.C1(NP(Cl)(=O)OC2C=CC=CC=2)C=CC=CC=1.CN1CCOCC1.Cl.[NH2:48][C@H:49]([C:57]([O:59][CH2:60][CH3:61])=[O:58])[CH2:50][CH2:51][C:52]([O:54][CH2:55][CH3:56])=[O:53]>CN1CCCC1=O>[NH2:1][C:2]1[N:7]=[C:6]([NH2:8])[C:5]([CH2:9][CH2:10][CH2:11][CH2:12][C:13]2[CH:14]=[CH:15][C:16]([C:17]([NH:48][C@H:49]([C:57]([O:59][CH2:60][CH3:61])=[O:58])[CH2:50][CH2:51][C:52]([O:54][CH2:55][CH3:56])=[O:53])=[O:19])=[CH:20][CH:21]=2)=[C:4]([OH:22])[N:3]=1 |f:3.4|. Procedure details: A mixture of 0.47 g (1.0 eq) of 4-[4-(2,4-diamino-6-hydroxypyrimidin-5-yl)butyl]benzoic acid, 0.62 g (1.5 eq) of phenyl N-phenylphosphoramidochloridate, 0.79 g (5.0 eq) of N-methylmorpholine, and 50 mL of anhydrous N-methylpyrrolidone is stirred under nitrogen at ambient temperatures for one hour. There is then added 0.75 g (2.0 eq) of diethyl L-glutamate hydrochloride and stirring is continued under nitrogen for 24 hours. The solvent is removed by vacuum distillation and chloroform was added to... Reactants: C1CCOC1, [H-], O=C(c1ccc(CCl)cc1)N1CCC(N2CCCC2)C1, [Na+], CN(C)C=O, c1ccc2[nH]ccc2c1. Product: O=C(c1ccc(Cn2ccc3ccccc32)cc1)N1CCC(N2CCCC2)C1. As a reaction SMILES: [CH2:37]1[O:38][CH2:39][CH2:40][CH2:41]1.[H-:10].[N:12]1([CH:17]2[CH2:18][N:19]([C:22](=[O:23])[c:24]3[cH:25][cH:26][c:27]([CH2:30][Cl:31])[cH:28][cH:29]3)[CH2:20][CH2:21]2)[CH2:13][CH2:14][CH2:15][CH2:16]1.[Na+:11].[O:32]=[CH:33][N:34]([CH3:35])[CH3:36].[nH:1]1[cH:2][cH:3][c:4]2[cH:5][cH:6][cH:7][cH:8][c:9]12>>[n:1]1([CH2:30][c:27]2[cH:26][cH:25][c:24]([C:22]([N:19]3[CH2:18][CH:17]([N:12]4[CH2:13][CH2:14][CH2:15][CH2:16]4)[CH2:21][CH2:20]3)=[O:23])[cH:29][cH:28]2)[cH:2][cH:3][c:4]2[cH:5][cH:6][cH:7][cH:8][c:9]12. Reactants: CCOC(=O)CP(=O)(OCC)OCC, CN1CCc2c(Cl)ccc(C=O)c2CC1, [H-], [Na+], C1CCOC1. Yields the product CCOC(=O)C=Cc1ccc(Cl)c2c1CCN(C)CC2. As a reaction SMILES: [CH3:1][CH2:2][O:3][C:4](=[O:5])[CH2:6][P:7]([O:8][CH2:9][CH3:10])([O:11][CH2:12][CH3:13])=[O:14].[Cl:17][c:18]1[cH:19][cH:20][c:21]([CH:30]=[O:31])[c:22]2[c:23]1[CH2:24][CH2:25][N:26]([CH3:29])[CH2:27][CH2:28]2.[H-:15].[Na+:16].[O:32]1[CH2:33][CH2:34][CH2:35][CH2:36]1>>[CH3:1][CH2:2][O:3][C:4](=[O:5])[CH:6]=[CH:30][c:21]1[cH:20][cH:19][c:18]([Cl:17])[c:23]2[c:22]1[CH2:28][CH2:27][N:26]([CH3:29])[CH2:25][CH2:24]2. The reactants are N1CCOCC1 (morpholine), C1(=CC=CC=C1)S(=O)(=O)C=1C(=NN2C1N=C(C=C2O)CCl)SC (3-benzenesulphonyl-5-chloromethyl-2-methylsulphanyl-pyrazolo[1,5-a]pyrimidin-7-ol). The solvent is CN(C)C=O (DMF). Conditions: time 4 hour. Product: C1(=CC=CC=C1)S(=O)(=O)C=1C(=NN2C1N=C(C=C2O)CN2CCOCC2)SC (3-benzenesulphonyl-2-methylsulphanyl-5-morpholin-4-ylmethyl-pyrazolo[1,5-a]pyrimidin-7-ol). The yield is 88.1%. RXN SMILES: [NH:1]1[CH2:6][CH2:5][O:4][CH2:3][CH2:2]1.[C:7]1([S:13]([C:16]2[C:17]([S:28][CH3:29])=[N:18][N:19]3[C:24]([OH:25])=[CH:23][C:22]([CH2:26]Cl)=[N:21][C:20]=23)(=[O:15])=[O:14])[CH:12]=[CH:11][CH:10]=[CH:9][CH:8]=1>CN(C=O)C>[C:7]1([S:13]([C:16]2[C:17]([S:28][CH3:29])=[N:18][N:19]3[C:24]([OH:25])=[CH:23][C:22]([CH2:26][N:1]4[CH2:6][CH2:5][O:4][CH2:3][CH2:2]4)=[N:21][C:20]=23)(=[O:14])=[O:15])[CH:8]=[CH:9][CH:10]=[CH:11][CH:12]=1. Procedure details: 1 ml (6 mmol) of morpholine was added to a solution of 2.0 g (5.40 mmol) of 3-benzenesulphonyl-5-chloromethyl-2-methylsulphanyl-pyrazolo[1,5-a]pyrimidin-7-ol in 20 ml of DMF and stirred at RT for 4 hrs. The reaction solution was evaporated and the residue was partitioned between 0.5N NaOH and CH2Cl2. The aqueous phase was extracted three times with CH2Cl2. The combined organic phases were dried (MgSO4), filtered and evaporated. Chromatography (SiO2, CH2Cl2/MeOH 10:1) yielded 2.0 g (88%) of 3-ben... The reactants are C(C1=CC=CC=C1)OC=1C=C2C(=CC=NC2=CC1OC)OC=1C=CC2=C(OCCN2)C1 (7-(6-(benzyloxy)-7-methoxyquinolin-4-yloxy)-3,4-dihydro-2H-benzo[b][1,4]oxazine). Reagents/catalysts: [Pd] (palladium), [Pd] (Palladium). Run in C(C)O (ethanol). Reaction conditions: time 18 hour. Product: O1C2=C(NCC1)C=CC(=C2)OC2=CC=NC1=CC(=C(C=C21)O)OC (4-(3,4-dihydro-2H-benzo[b][1,4]oxazin-7-yloxy)-7-methoxyquinolin-6-ol). Isolated yield 81.0%. As a reaction SMILES: C([O:8][C:9]1[CH:10]=[C:11]2[C:16](=[CH:17][C:18]=1[O:19][CH3:20])[N:15]=[CH:14][CH:13]=[C:12]2[O:21][C:22]1[CH:23]=[CH:24][C:25]2[NH:30][CH2:29][CH2:28][O:27][C:26]=2[CH:31]=1)C1C=CC=CC=1>C(O)C.[Pd]>[O:27]1[CH2:28][CH2:29][NH:30][C:25]2[CH:24]=[CH:23][C:22]([O:21][C:12]3[C:11]4[C:16](=[CH:17][C:18]([O:19][CH3:20])=[C:9]([OH:8])[CH:10]=4)[N:15]=[CH:14][CH:13]=3)=[CH:31][C:26]1=2. Procedure: Palladium, 10 wt % on activated carbon (0.100 g, 0.940 mmol) was added to a solution of 7-(6-(benzyloxy)-7-methoxyquinolin-4-yloxy)-3,4-dihydro-2H-benzo[b][1,4]oxazine (1.156 g, 2.79 mmol) in ethanol (20.0 mL). The system was evacuated and purged with hydrogen (g) three times and then stirred under a H2 (g) atmosphere for 18 h. Additional palladium, 10 wt % on activated carbon (0.100 g, 0.940 mmol) was added to the reaction mixture. The system was evacuated and purged with hydrogen (g) three tim...